Dataset: the Open Reaction Database (ORD), a public repository of structured organic reaction records. Task: describe an organic reaction: reactants, conditions, products, and yield The reactants are OC1=CC=C(C(=O)O)C=C1 (4-hydroxybenzoic acid), OC=1C=C2C=CC(=CC2=CC1)C(=O)O (6-hydroxyl-2-naphthaleneformic acid), C[C@H](CO)CC ((S)-2-methyl-1-butanol), S(O)(O)(=O)=O (sulfuric acid). Run in C1=CC=CC=C1 (benzene), C(Cl)(Cl)Cl (chloroform). Yields the product OC=1C=C2C=CC(=CC2=CC1)C(=O)OC[C@H](CC)C ((S)-2-methyl-1-butyl 6-hydroxyl-2-naphthalenecarboxylate). The yield is 93.0%. RXN SMILES: [OH:1][C:2]1[CH:3]=[C:4]2[C:9](=[CH:10][CH:11]=1)[CH:8]=[C:7]([C:12]([OH:14])=[O:13])[CH:6]=[CH:5]2.[CH3:15][C@@H:16]([CH2:19][CH3:20])[CH2:17]O.S(=O)(=O)(O)O.OC1C=CC(C(O)=O)=CC=1>C(Cl)(Cl)Cl.C1C=CC=CC=1>[OH:1][C:2]1[CH:3]=[C:4]2[C:9](=[CH:10][CH:11]=1)[CH:8]=[C:7]([C:12]([O:14][CH2:15][C@@H:16]([CH3:17])[CH2:19][CH3:20])=[O:13])[CH:6]=[CH:5]2. Procedure details: In a flask equipped with a Dean-Stark trap 6.78 g (0.036 mole) 6-hydroxyl-2-naphthaleneformic acid, 4.76 g (0.054 mole) (S)-2-methyl-1-butanol, 0.2 ml sulfuric acid and 15 ml anhydrous benzene were charged and refluxed for about 15 hours until all the 4-hydroxybenzoic acid was dissolved. The esterification reaction mixture was cooled to room temperature, extracted with ethyl ether, and washed with 5% (w/w) sodium hydrogen carbonate aqueous solution. The ethyl ether layer was collected, concentra... The reactants are Cc1cc(C)c(Br)c(C)c1, [Li]C(C)(C)C, C1CCOC1, COc1ccncc1, CN(C)C=O. The product is COc1ccncc1C=O. As a reaction SMILES: [Br:6][c:7]1[c:8]([CH3:9])[cH:10][c:11]([CH3:12])[cH:13][c:14]1[CH3:15].[C:1]([Li:2])([CH3:3])([CH3:4])[CH3:5].[CH2:29]1[O:30][CH2:31][CH2:32][CH2:33]1.[CH3:16][O:17][c:18]1[cH:19][cH:20][n:21][cH:22][cH:23]1.[O:24]=[CH:25][N:26]([CH3:27])[CH3:28]>>[CH3:16][O:17][c:18]1[c:19]([CH:25]=[O:24])[cH:20][n:21][cH:22][cH:23]1. The reactants are C[Si](C)(C)Cl, O=C(O)Cc1ccc([N+](=O)[O-])cc1Cl. The product is COC(=O)Cc1ccc([N+](=O)[O-])cc1Cl. Reaction SMILES: [CH3:15][Si:16]([Cl:17])([CH3:18])[CH3:19].[Cl:1][c:2]1[c:3]([CH2:11][C:12](=[O:13])[OH:14])[cH:4][cH:5][c:6]([N+:8](=[O:9])[O-:10])[cH:7]1>>[Cl:1][c:2]1[c:3]([CH2:11][C:12](=[O:13])[O:14][CH3:15])[cH:4][cH:5][c:6]([N+:8](=[O:9])[O-:10])[cH:7]1. The reactants are C(CCCCCCCC)OC1=C(CO)C=CC=C1 (2-nonyloxybenzylalcohol), Br.C1(=CC=CC=C1)P(C1=CC=CC=C1)C1=CC=CC=C1 (triphenylphosphine hydrobromide), resultant solution. Run in C(C)#N (acetonitrile). The product is [Br-].C(CCCCCCCC)OC1=C(C=CC=C1)C[P+](C1=CC=CC=C1)(C1=CC=CC=C1)C1=CC=CC=C1 ([[2-(nonyloxy)phenyl]methyl]triphenylphosphonium bromide). Reaction SMILES: [CH2:1]([O:10][C:11]1[CH:18]=[CH:17][CH:16]=[CH:15][C:12]=1[CH2:13]O)[CH2:2][CH2:3][CH2:4][CH2:5][CH2:6][CH2:7][CH2:8][CH3:9].[BrH:19].[C:20]1([P:26]([C:33]2[CH:38]=[CH:37][CH:36]=[CH:35][CH:34]=2)[C:27]2[CH:32]=[CH:31][CH:30]=[CH:29][CH:28]=2)[CH:25]=[CH:24][CH:23]=[CH:22][CH:21]=1>C(#N)C>[Br-:19].[CH2:1]([O:10][C:11]1[CH:18]=[CH:17][CH:16]=[CH:15][C:12]=1[CH2:13][P+:26]([C:27]1[CH:28]=[CH:29][CH:30]=[CH:31][CH:32]=1)([C:33]1[CH:38]=[CH:37][CH:36]=[CH:35][CH:34]=1)[C:20]1[CH:21]=[CH:22][CH:23]=[CH:24][CH:25]=1)[CH2:2][CH2:3][CH2:4][CH2:5][CH2:6][CH2:7][CH2:8][CH3:9] |f:1.2,4.5|. Procedure: was alkylated by mixing this compound with 1-bromononane (180 g), anhydrous potassium carbonate and dimethylformamide 800 mL). This mixture was heated at 80° C. for 14 hours. Hexane and water were then added and the hexane extract was concentrated and the residue was distilled to yield the 2-nonyloxybenzaldehyde (210 g , bp 121° C. (0.3 mm Hg). A solution of 2-nonyloxybenzaldehyde prepared above (100 g) in ethanol (1000 mL) at 10° C. was reduced by treating with an excess of sodium borohydride (...